From a dataset of the Open Reaction Database (ORD), a public repository of structured organic reaction records. describe an organic reaction: reactants, conditions, products, and yield The reactants are CO, O=C(NCC(=O)N1CCC(Oc2cccc(C(F)(F)F)c2)CC1)c1cc(-c2ccccc2OCc2ccccc2)[nH]n1. The product is O=C(NCC(=O)N1CCC(Oc2cccc(C(F)(F)F)c2)CC1)c1cc(-c2ccccc2O)[nH]n1. RXN SMILES: [CH3:43][OH:44].[O:1]=[C:2]([CH2:3][NH:4][C:5](=[O:6])[c:7]1[n:8][nH:9][c:10](-[c:12]2[c:13]([O:18][CH2:19][c:20]3[cH:21][cH:22][cH:23][cH:24][cH:25]3)[cH:14][cH:15][cH:16][cH:17]2)[cH:11]1)[N:26]1[CH2:27][CH2:28][CH:29]([O:32][c:33]2[cH:34][c:35]([C:39]([F:40])([F:41])[F:42])[cH:36][cH:37][cH:38]2)[CH2:30][CH2:31]1>>[O:1]=[C:2]([CH2:3][NH:4][C:5](=[O:6])[c:7]1[n:8][nH:9][c:10](-[c:12]2[c:13]([OH:18])[cH:14][cH:15][cH:16][cH:17]2)[cH:11]1)[N:26]1[CH2:27][CH2:28][CH:29]([O:32][c:33]2[cH:34][c:35]([C:39]([F:40])([F:41])[F:42])[cH:36][cH:37][cH:38]2)[CH2:30][CH2:31]1. The reactants are CC(C)O, CCN(C(C)C)C(C)C, NC1CCN(Cc2ccccc2)CC1, O=[N+]([O-])c1cnc2c(ccn2S(=O)(=O)c2ccccc2)c1Cl. Yields the product O=[N+]([O-])c1cnc2c(ccn2S(=O)(=O)c2ccccc2)c1NC1CCN(Cc2ccccc2)CC1. RXN SMILES: [CH3:46][CH:47]([OH:48])[CH3:49].[CH:37]([N:38]([CH:39]([CH3:40])[CH3:41])[CH2:42][CH3:43])([CH3:44])[CH3:45].[NH2:23][CH:24]1[CH2:25][CH2:26][N:27]([CH2:30][c:31]2[cH:32][cH:33][cH:34][cH:35][cH:36]2)[CH2:28][CH2:29]1.[c:1]1([S:7](=[O:8])(=[O:9])[n:10]2[cH:11][cH:12][c:13]3[c:14]2[n:15][cH:16][c:17]([N+:20](=[O:21])[O-:22])[c:18]3[Cl:19])[cH:2][cH:3][cH:4][cH:5][cH:6]1>>[c:1]1([S:7](=[O:8])(=[O:9])[n:10]2[cH:11][cH:12][c:13]3[c:14]2[n:15][cH:16][c:17]([N+:20](=[O:21])[O-:22])[c:18]3[NH:23][CH:24]2[CH2:25][CH2:26][N:27]([CH2:30][c:31]3[cH:32][cH:33][cH:34][cH:35][cH:36]3)[CH2:28][CH2:29]2)[cH:2][cH:3][cH:4][cH:5][cH:6]1.